Dataset: the Open Reaction Database (ORD), a public repository of structured organic reaction records. Task: describe an organic reaction: reactants, conditions, products, and yield Starting materials: C1(=CC=CC=C1)P(=O)(C1=CC=CC=C1)N=[N+]=[N-] (Diphenylphosphorylazide), C(C)(C)(C)OC(=O)N1CC(C(=O)O)CCC1 (N-(tert-butoxycarbonyl)nipecotic acid), Cl (hydrochloric acid), C(C)(=O)OCC (ethyl acetate), C(C1=CC=CC=C1)O (benzyl alcohol). Run in C1(=CC=CC=C1)C (toluene), C(C)N(CC)CC (triethylamine). Run at temperature 100 celsius, time 2 hour. Yields the product C(C1=CC=CC=C1)OC(=O)NC1CN(CCC1)C(=O)OC(C)(C)C (3-(benzyloxycarbonylamino)-1-tert-butoxycarbonylpiperidine). RXN SMILES: C1(P([N:15]=[N+]=[N-])(C2C=CC=CC=2)=O)C=CC=CC=1.[C:18]([O:22][C:23]([N:25]1[CH2:33][CH2:32][CH2:31][CH:27](C(O)=O)[CH2:26]1)=[O:24])([CH3:21])([CH3:20])[CH3:19].[CH2:34]([OH:41])[C:35]1[CH:40]=[CH:39][CH:38]=[CH:37][CH:36]=1.Cl.C([O:46][CH2:47]C)(=O)C>C1(C)C=CC=CC=1.C(N(CC)CC)C>[CH2:34]([O:41][C:47]([NH:15][CH:27]1[CH2:31][CH2:32][CH2:33][N:25]([C:23]([O:22][C:18]([CH3:19])([CH3:20])[CH3:21])=[O:24])[CH2:26]1)=[O:46])[C:35]1[CH:40]=[CH:39][CH:38]=[CH:37][CH:36]=1. Procedure: Diphenylphosphorylazide (2.60 g) was added dropwise to a mixture of N-(tert-butoxycarbonyl)nipecotic acid (2.06 g) and triethylamine (1.00 g) in toluene (20 mL). The reaction mixture was warmed in an oil bath over 10 minutes at 100° C. Stirring was continued for 2 hours at 100° C., then the reaction vessel was taken out from the oil bath. After reflux was ceased, benzyl alcohol (1.07 g) was added to the reaction mixture. The mixture was stirred for 3 hours at 100° C., and then poured into a mixt... Starting materials: [C-]#N, CC(C)(C)OC(=O)N1C=C(CN)C=NC1S(C)(=O)=O, [K+], C1COCCOCCOCCOCCOCCO1, CN(C)C=O. The product is CC(C)(C)OC(=O)N1C=C(CN)C=NC1C#N. Reaction SMILES: [C-:20]#[N:21].[C:1](=[O:2])([O:3][C:4]([CH3:5])([CH3:6])[CH3:7])[N:8]1[CH:9]([S:16]([CH3:17])(=[O:18])=[O:19])[N:10]=[CH:11][C:12]([CH2:14][NH2:15])=[CH:13]1.[K+:22].[O:23]1[CH2:24][CH2:25][O:26][CH2:27][CH2:28][O:29][CH2:30][CH2:31][O:32][CH2:33][CH2:34][O:35][CH2:36][CH2:37][O:38][CH2:39][CH2:40]1.[O:41]=[CH:42][N:43]([CH3:44])[CH3:45]>>[C:1](=[O:2])([O:3][C:4]([CH3:5])([CH3:6])[CH3:7])[N:8]1[CH:9]([C:20]#[N:21])[N:10]=[CH:11][C:12]([CH2:14][NH2:15])=[CH:13]1.